describe an organic reaction: reactants, conditions, products, and yield From a dataset of the Open Reaction Database (ORD), a public repository of structured organic reaction records. Starting materials: CN(CC(=O)O)C (dimethylglycine), CN(CC(=O)O)C.N[C@@H](C(C)(C)C)C(=O)O.N[C@@H](CS)C(=O)O.NCC(=O)O (dimethylglycine L-t-butylglycine L-cysteine glycine), CN(CC(=O)O)C.N[C@@H](C(C)(C)C)C(=O)O.NCC(=O)O.N[C@@H](CS)C(=O)O (dimethylglycine t-butylglycine cysteine-glycine). Product: CN(CC(=O)O)C.N[C@@H](C(C)(C)C)C(=O)O.N[C@@H](CS)C(=O)O.NCC(=O)O (dimethylglycine L-t-butylglycine L-cysteine glycine), CN(CC(=O)O)C.N[C@H](C(C)(C)C)C(=O)O.N[C@@H](CS)C(=O)O.NCC(=O)O (dimethylglycine D-t-butylglycine L-cysteine glycine), RP505. RXN SMILES: [CH3:1][N:2]([CH3:7])[CH2:3][C:4]([OH:6])=[O:5].[NH2:8][C@H:9]([C:14]([OH:16])=[O:15])[C:10]([CH3:13])([CH3:12])[CH3:11].[NH2:17][CH2:18][C:19]([OH:21])=[O:20].[NH2:22][C@H:23]([C:26]([OH:28])=[O:27])[CH2:24][SH:25].[CH3:29][N:30]([CH3:35])[CH2:31][C:32]([OH:34])=[O:33]>>[CH3:1][N:2]([CH3:7])[CH2:3][C:4]([OH:6])=[O:5].[NH2:8][C@H:9]([C:14]([OH:16])=[O:15])[C:10]([CH3:13])([CH3:12])[CH3:11].[NH2:22][C@H:23]([C:26]([OH:28])=[O:27])[CH2:24][SH:25].[NH2:17][CH2:18][C:19]([OH:21])=[O:20].[CH3:29][N:30]([CH3:35])[CH2:31][C:32]([OH:34])=[O:33].[NH2:2][C@@H:3]([C:4]([OH:6])=[O:5])[C:10]([CH3:12])([CH3:11])[CH3:9].[NH2:2][C@H:3]([C:4]([OH:6])=[O:5])[CH2:24][SH:25].[NH2:2][CH2:3][C:4]([OH:6])=[O:5] |f:0.1.2.3,5.6.7.8,9.10.11.12|. Reported procedure: In the coordination of dimethylglycine-t-butylglycine-cysteine-glycine [SEQ ID NO:1] to TcO3+ and ReO3+, an single isomer was observed. A single pair of singlets associated with the methyl groups in the dimethylglycine residue was observed. The 1H and 13C NMR spectral data for the Re oxo complex of dimethylglycine-L-t-butylglycine-L-cysteine-glycine [SEQ ID NO:2]. The 99mTc labeling of dimethylglycine-L-t-butylglycine-L-cysteine-glycine [SEQ ID NO:2] (RP455) and of dimethylglycine-D-t-butylglyci... Reactants: CC(C)(C)[Si](C)(C)OC1CCCc2cnc3cc(O)ccc3c21, C1CCOC1, CCCC[N+](CCCC)(CCCC)CCCC, CCOCC, [H-], [I-], O=[N+]([O-])c1ccccc1CBr, [Na+], O, c1ccccc1. Yields the product CC(C)(C)[Si](C)(C)OC1CCCc2cnc3cc(OCc4ccccc4[N+](=O)[O-])ccc3c21. RXN SMILES: [C:1]([CH3:2])([CH3:3])([CH3:4])[Si:5]([O:6][CH:7]1[CH2:8][CH2:9][CH2:10][c:11]2[cH:12][n:13][c:14]3[cH:15][c:16]([OH:21])[cH:17][cH:18][c:19]3[c:20]21)([CH3:22])[CH3:23].[CH2:38]1[O:39][CH2:40][CH2:41][CH2:42]1.[CH2:44]([N+:45]([CH2:46][CH2:47][CH2:48][CH3:49])([CH2:50][CH2:51][CH2:52][CH3:53])[CH2:54][CH2:55][CH2:56][CH3:57])[CH2:58][CH2:59][CH3:60].[CH2:67]([O:68][CH2:69][CH3:70])[CH3:71].[H-:25].[I-:43].[N+:26](=[O:27])([O-:28])[c:29]1[c:30]([CH2:31][Br:32])[cH:33][cH:34][cH:35][cH:36]1.[Na+:24].[OH2:37].[cH:61]1[cH:62][cH:63][cH:64][cH:65][cH:66]1>>[C:1]([CH3:2])([CH3:3])([CH3:4])[Si:5]([O:6][CH:7]1[CH2:8][CH2:9][CH2:10][c:11]2[cH:12][n:13][c:14]3[cH:15][c:16]([O:21][CH2:31][c:30]4[c:29]([N+:26](=[O:27])[O-:28])[cH:36][cH:35][cH:34][cH:33]4)[cH:17][cH:18][c:19]3[c:20]21)([CH3:22])[CH3:23]. Reactants: ClC1=NC(=NC(=C1)Cl)C (4,6-dichloro-2-methylpyrimidine), NN (H2NNH2). The solvent is C1CCOC1 (THF). Reaction conditions: time 8 hour. Yields the product ClC1=NC(=NC(=C1)NN)C (4-chloro-6-hydrazinyl-2-methylpyrimidine). RXN SMILES: [Cl:1][C:2]1[CH:7]=[C:6](Cl)[N:5]=[C:4]([CH3:9])[N:3]=1.[NH2:10][NH2:11]>C1COCC1>[Cl:1][C:2]1[CH:7]=[C:6]([NH:10][NH2:11])[N:5]=[C:4]([CH3:9])[N:3]=1. Reported procedure: To a stirred solution of 4,6-dichloro-2-methylpyrimidine (1.63 g, 10.0 mmol) in THF (25 mL) at room temperature under argon was added H2NNH2 (0.64 g, 20.0 mmol). The reaction mixture was stirred at room temperature under argon overnight. Analysis by HPLC/MS indicated that the reaction was complete. The solvent was evaporated, and the residue was coevaporated with toluene (2×5 mL) then THF (5 mL), and then dried under vacuum. The crude title compound was used directly in the next step. HPLC/MS: r... RXN SMILES: [NH2:1][CH2:2][CH:3]1[CH2:8][CH2:7][N:6]([C:9]([O:11][CH2:12][C:13]2[CH:18]=[CH:17][CH:16]=[CH:15][CH:14]=2)=[O:10])[CH2:5][CH2:4]1.Cl[C:20]1[C:25]([Cl:26])=[CH:24][CH:23]=[CH:22][N:21]=1>>[CH2:12]([O:11][C:9]([N:6]1[CH2:7][CH2:8][CH:3]([CH2:2][NH:1][C:20]2[C:25]([Cl:26])=[CH:24][CH:23]=[CH:22][N:21]=2)[CH2:4][CH2:5]1)=[O:10])[C:13]1[CH:14]=[CH:15][CH:16]=[CH:17][CH:18]=1. Reactants: NCC1CCN(CC1)C(=O)OCC1=CC=CC=C1 (benzyl 4(aminomethyl)piperidine-1-carboxylate), ClC1=NC=CC=C1Cl (2,3-dichloropyridine). Procedure details: A mixture of benzyl 4-(aminomethyl)piperidine-1-carboxylate (EXAMPLE 13, Step 1) (1 g, 4.03 mmol) and 2,3-dichloropyridine (0.25 g) was heated to 100° C. for 12 h. The reaction mixture was cooled and partitioned between EtOAc and pH5.2 citrate buffer. The organic layer was washed with brine, dried over anhydrous sodium sulfate and the solvent evaporated to give a crude product. Purification by flash column chromatography (5–50% EtOAc hexane) afforded the title compound. M.S (M+1): 360. Product: C(C1=CC=CC=C1)OC(=O)N1CCC(CC1)CNC1=NC=CC=C1Cl (4-[(3-Chloro-pyridin-2-ylamino)-methyl]-piperidine-1-carboxylic acid benzyl ester). Run at temperature 100 celsius. The reactants are Br.[N+](=O)([O-])C=1C=C(C=CC1)C=1N=C(SC1)N (4-(3-nitro-phenyl)-thiazol-2-ylamine hydrobromide), N(C(=O)C)C1=CC=C(C=C1)S(=O)(=O)Cl (4-acetamino-benzenesulfonyl chloride), Cl (hydrochloric acid). Run in N1=CC=CC=C1 (pyridine). Run at time 30 minute. Yields the product [N+](=O)([O-])C=1C=C(C=CC1)C=1N=C(SC1)NS(=O)(=O)C1=CC=C(C=C1)NC(C)=O (N-{4-[4-(3-Nitro-phenyl)-thiazol-2-ylsulphamoyl]-phenyl}-acetamide). As a reaction SMILES: Br.[N+:2]([C:5]1[CH:6]=[C:7]([C:11]2[N:12]=[C:13]([NH2:16])[S:14][CH:15]=2)[CH:8]=[CH:9][CH:10]=1)([O-:4])=[O:3].[NH:17]([C:21]1[CH:26]=[CH:25][C:24]([S:27](Cl)(=[O:29])=[O:28])=[CH:23][CH:22]=1)[C:18]([CH3:20])=[O:19].Cl>N1C=CC=CC=1>[N+:2]([C:5]1[CH:6]=[C:7]([C:11]2[N:12]=[C:13]([NH:16][S:27]([C:24]3[CH:23]=[CH:22][C:21]([NH:17][C:18](=[O:19])[CH3:20])=[CH:26][CH:25]=3)(=[O:29])=[O:28])[S:14][CH:15]=2)[CH:8]=[CH:9][CH:10]=1)([O-:4])=[O:3] |f:0.1|. Reported procedure: A mixture of 0.5 g of 4-(3-nitro-phenyl)-thiazol-2-ylamine hydrobromide with 0.43 g of 4-acetamino-benzenesulfonyl chloride was stirred overnight with 2 ml of pyridine. The resulting, red colored suspension was poured into 30 ml of 1N hydrochloric acid and the solid which thereby separated was filtered off and dissolved in a mixture of 20 ml of ethanol and 20 ml of 2N sodium hydroxide solution. After the addition of 0.5 g of active charcoal the mixture was stirred at room temperature for 30 minu... Reactants: BrC1=CC=CC(=N1)N1C(C=2N(CC1)N=C(C2)COC2=CC=CC=C2)=O (5-(6-bromo-pyridin-2-yl)-2-phenoxymethyl-6,7-dihydro-5H-pyrazolo[1,5-a]pyrazin-4-one), B1(OC(C(O1)(C)C)(C)C)C2=CCN(CC2)C(=O)OC(C)(C)C ((N-tert-butoxycarbonyl)-1,2,3,6-tetrahydropyridine-4-boronic acid pinacol ester), C([O-])([O-])=O.[K+].[K+] (potassium carbonate). The reagents and catalysts are C=1C=CC(=CC1)[P](C=2C=CC=CC2)(C=3C=CC=CC3)[Pd]([P](C=4C=CC=CC4)(C=5C=CC=CC5)C=6C=CC=CC6)([P](C=7C=CC=CC7)(C=8C=CC=CC8)C=9C=CC=CC9)[P](C=1C=CC=CC1)(C=1C=CC=CC1)C=1C=CC=CC1 (Tetrakis(triphenylphosphine)palladium(0)). The solvent is O1CCOCC1 (1,4-dioxane), CN(C)C=O (DMF), O (water). Conditions: temperature 150 celsius, time 15 minute. The product is C(C)(C)(C)OC(=O)N1CCC(=CC1)C1=NC(=CC=C1)N1C(C=2N(CC1)N=C(C2)COC2=CC=CC=C2)=O (6-(4-oxo-2-phenoxymethyl-6,7-dihydro-4H-pyrazolo[1,5-a]pyrazin-5-yl)-3′,6′-dihydro-2′H-[2,4′]bipyridinyl-1′-carboxylic acid tert-butyl ester). Isolated yield 81.3%. Reaction SMILES: Br[C:2]1[N:7]=[C:6]([N:8]2[CH2:13][CH2:12][N:11]3[N:14]=[C:15]([CH2:17][O:18][C:19]4[CH:24]=[CH:23][CH:22]=[CH:21][CH:20]=4)[CH:16]=[C:10]3[C:9]2=[O:25])[CH:5]=[CH:4][CH:3]=1.B1([C:35]2[CH2:40][CH2:39][N:38]([C:41]([O:43][C:44]([CH3:47])([CH3:46])[CH3:45])=[O:42])[CH2:37][CH:36]=2)OC(C)(C)C(C)(C)O1.C(=O)([O-])[O-].[K+].[K+]>O1CCOCC1.CN(C=O)C.O.C1C=CC([P]([Pd]([P](C2C=CC=CC=2)(C2C=CC=CC=2)C2C=CC=CC=2)([P](C2C=CC=CC=2)(C2C=CC=CC=2)C2C=CC=CC=2)[P](C2C=CC=CC=2)(C2C=CC=CC=2)C2C=CC=CC=2)(C2C=CC=CC=2)C2C=CC=CC=2)=CC=1>[C:44]([O:43][C:41]([N:38]1[CH2:37][CH:36]=[C:35]([C:2]2[CH:3]=[CH:4][CH:5]=[C:6]([N:8]3[CH2:13][CH2:12][N:11]4[N:14]=[C:15]([CH2:17][O:18][C:19]5[CH:24]=[CH:23][CH:22]=[CH:21][CH:20]=5)[CH:16]=[C:10]4[C:9]3=[O:25])[N:7]=2)[CH2:40][CH2:39]1)=[O:42])([CH3:47])([CH3:45])[CH3:46] |f:2.3.4,^1:69,71,90,109|. Reported procedure: Tetrakis(triphenylphosphine)palladium(0) (7 mg, 0.006 mmol) was added to a stirred suspension of 5-(6-bromo-pyridin-2-yl)-2-phenoxymethyl-6,7-dihydro-5H-pyrazolo[1,5-a]pyrazin-4-one (50 mg, 0.125 mmol), (N-tert-butoxycarbonyl)-1,2,3,6-tetrahydropyridine-4-boronic acid pinacol ester (97 mg, 0.31 mmol) and potassium carbonate in a mixture of 1,4-dioxane (0.5 mL) and DMF (0.5 mL) in a sealed tube and under nitrogen. The mixture was stirred at 150° C. for 15 minutes under microwave irradiation. The ...